This data is from the Open Reaction Database (ORD), a public repository of structured organic reaction records. The task is: describe an organic reaction: reactants, conditions, products, and yield Starting materials: C(C=C)OC(=O)O[C@H](C)[C@@H]1[C@@H]2N(C(=C([C@@H]2C)CO)C(=O)OCC=C)C1=O (allyl (1S,5R,6S)-6-[(1R)-1-allyloxycarbonyloxyethyl]-2-hydroxymethyl-1-methyl-1-carbapen-2-em-3-carboxylate), C(=O)NCC1=C(N2C(S1)=CN=C2)C (2-(formylamino)methyl-3-methylimidazo[5,1-b]thiazole). The product is O[C@H](C)[C@@H]1[C@@H]2N(C(=C([C@@H]2C)CN2C=[N+]3C(SC(=C3C)CNC=O)=C2)C(=O)[O-])C1=O ((1S,5R,6S)-6-[(1R)-1-hydroxyethyl]-2-(2-(formylamino)methyl-3-methylimidazo[5,1-b]thiazolium-6-yl)methyl-1-methyl-1-carbapen-2-em-3-carboxylate). Yield: 3.8%. As a reaction SMILES: C(OC([O:7][C@@H:8]([C@H:10]1[C:25](=[O:26])[N:12]2[C:13]([C:19]([O:21]CC=C)=[O:20])=[C:14]([CH2:17]O)[C@H:15]([CH3:16])[C@H:11]12)[CH3:9])=O)C=C.[CH:27]([NH:29][CH2:30][C:31]1[S:35][C:34]2=[CH:36][N:37]=[CH:38][N:33]2[C:32]=1[CH3:39])=[O:28]>>[OH:7][C@@H:8]([C@H:10]1[C:25](=[O:26])[N:12]2[C:13]([C:19]([O-:21])=[O:20])=[C:14]([CH2:17][N:37]3[CH:36]=[C:34]4[S:35][C:31]([CH2:30][NH:29][CH:27]=[O:28])=[C:32]([CH3:39])[N+:33]4=[CH:38]3)[C@H:15]([CH3:16])[C@H:11]12)[CH3:9]. Procedure details: The same procedure as in Example 1 was repeated except that 91.3 mg of allyl (1S,5R,6S)-6-[(1R)-1-allyloxycarbonyloxyethyl]-2-hydroxymethyl-1-methyl-1-carbapen-2-em-3-carboxylate and 100 mg of 2-(formylamino)methyl-3-methylimidazo[5,1-b]thiazole were used, thereby obtaining 4 mg of the title compound. Reactants: CC(C)(C)OC(=O)CNc1ccc(C#N)cc1F, CO, NO. Yields the product CC(C)(C)OC(=O)CNc1ccc(C(N)=NO)cc1F. As a reaction SMILES: [C:1](#[N:2])[c:3]1[cH:4][c:5]([F:18])[c:6]([NH:9][CH2:10][C:11](=[O:12])[O:13][C:14]([CH3:15])([CH3:16])[CH3:17])[cH:7][cH:8]1.[CH3:21][OH:22].[NH2:19][OH:20]>>[C:1]([NH2:2])([c:3]1[cH:4][c:5]([F:18])[c:6]([NH:9][CH2:10][C:11](=[O:12])[O:13][C:14]([CH3:15])([CH3:16])[CH3:17])[cH:7][cH:8]1)=[N:19][OH:20]. Starting materials: Cc1nc2sccn2c(=O)c1-c1ccc(OC(F)(F)F)cc1, CC[O-], CCO, COc1cccc(C=O)c1OCC1CCCCC1, [Na+]. The product is COc1cccc(C=Cc2nc3sccn3c(=O)c2-c2ccc(OC(F)(F)F)cc2)c1OCC1CCCCC1. Reaction SMILES: [CH3:1][c:2]1[n:3][c:4]2[n:5]([c:6](=[O:19])[c:7]1-[c:8]1[cH:9][cH:10][c:11]([O:14][C:15]([F:16])([F:17])[F:18])[cH:12][cH:13]1)[cH:20][cH:21][s:22]2.[CH3:42][CH2:43][O-:44].[CH3:45][CH2:46][OH:47].[CH:23]1([CH2:29][O:30][c:31]2[c:32]([CH:33]=[O:34])[cH:35][cH:36][cH:37][c:38]2[O:39][CH3:40])[CH2:24][CH2:25][CH2:26][CH2:27][CH2:28]1.[Na+:41]>>[CH:1]([c:2]1[n:3][c:4]2[n:5]([c:6](=[O:19])[c:7]1-[c:8]1[cH:9][cH:10][c:11]([O:14][C:15]([F:16])([F:17])[F:18])[cH:12][cH:13]1)[cH:20][cH:21][s:22]2)=[CH:33][c:32]1[c:31]([O:30][CH2:29][CH:23]2[CH2:24][CH2:25][CH2:26][CH2:27][CH2:28]2)[c:38]([O:39][CH3:40])[cH:37][cH:36][cH:35]1. Reactants: CN(C=1C=C(C=CC1)O)C (m-Dimethylaminophenol), C(C(O)CC(=O)O)(=O)O (malic acid), S(O)(O)(=O)=O (sulfuric acid), methyl. The solvent is ice, [2H]C(Cl)(Cl)Cl (deuterochloroform). The product is CN(C1=CC=C2C=CC(OC2=C1)=O)C (7-Dimethylamino-Coumarin). Reaction SMILES: [CH3:1][N:2]([CH3:10])[C:3]1[CH:4]=[C:5]([OH:9])[CH:6]=[CH:7][CH:8]=1.C(O)(=O)[CH:12]([CH2:14][C:15](O)=O)[OH:13].S(=O)(=O)(O)O>[2H]C(Cl)(Cl)Cl>[CH3:1][N:2]([CH3:10])[C:3]1[CH:4]=[C:5]2[C:6]([CH:15]=[CH:14][C:12](=[O:13])[O:9]2)=[CH:7][CH:8]=1. Reported procedure: m-Dimethylaminophenol 6.0g, malic acid 6.0g and 85% sulfuric acid 12.0ml were heated in an oil bath at 120° for an hour. The mixture was cooled, diluted with crushed ice 50g, filtered, made alkaline with sodium carbonate and extracted with chloroform, which was separated, washed and dried over sodium sulfate. Evaporation of the chloroform produced a deep red gum which could not be induced to crystallize. The material was separated down an alumina column using dichloromethane, and the strong blue... The reactants are crude product, C12(CC(C3=CC=CC=C13)=O)CCCC2 (spiro(cyclopentane-1,1'-indan)-3'-one), [N+](=O)([O-])[O-].[K+] (potassium nitrate). Solvent: S(O)(O)(=O)=O (sulphuric acid), sulphonic acid. Conditions: time 1 hour. The product is [N+](=O)([O-])C=1C=C2C(CC3(C2=CC1)CCCC3)=O (5'-nitro-spiro(cyclopentane-1,1'-indan)-3'-one). The yield is 9210.9%. RXN SMILES: [C:1]12([CH2:14][CH2:13][CH2:12][CH2:11]1)[C:9]1[C:4](=[CH:5][CH:6]=[CH:7][CH:8]=1)[C:3](=[O:10])[CH2:2]2.[N+:15]([O-])([O-:17])=[O:16].[K+]>S(=O)(=O)(O)O>[N+:15]([C:6]1[CH:5]=[C:4]2[C:9](=[CH:8][CH:7]=1)[C:1]1([CH2:14][CH2:13][CH2:12][CH2:11]1)[CH2:2][C:3]2=[O:10])([O-:17])=[O:16] |f:1.2|. Reported procedure: To a chilled solution of spiro(cyclopentane-1,1'-indan)-3'-one (16.7 g; 0.09 moles) in conc. sulphuric acid (100 ml) there are added in portions under agitation a solution of potassium nitrate (10 g) in conc. sulphonic acid (30 ml). The temperature should not exceed 10°-15° C. The mixture is kept cold for 1 hour and then put on ice. The crude product is sucked off and thoroughly washed with water. After drying there are obtained 1917 g of a yellow powder (yield 95%), mp. 104° C. A sample is recr... The reactants are CO, CN(C)C=O, OCCCCOCC=C(Cl)Cl, Cl, [H-], [H][H], [Na+]. The product is OCCCCOCC#CCl. RXN SMILES: [CH3:17][OH:18].[CH3:19][N:20]([CH3:21])[CH:22]=[O:23].[Cl:5][C:6](=[CH:7][CH2:8][O:9][CH2:10][CH2:11][CH2:12][CH2:13][OH:14])[Cl:15].[ClH:16].[H-:1].[H:3][H:4].[Na+:2]>>[Cl:5][C:6]#[C:7][CH2:8][O:9][CH2:10][CH2:11][CH2:12][CH2:13][OH:14]. Reactants: C(=O)([O-])[O-].[Na+].[Na+] (Na2CO3), C(Cl)Cl (CH2Cl2), C(C)(C)(C)OC(NCC1=CC(=CC=C1)B1OC(C(O1)(C)C)(C)C)=O ([3-(4,4,5,5-tetramethyl-[1,3,2]dioxaborolan-2-yl)-benzyl]-carbamic acid tert-butyl ester), BrC1=CC=C2C(=NC=NN21)N (7-bromo-pyrrolo[2,1-f][1,2,4]triazin-4-ylamine). Reagents/catalysts: C1=CC=C(C=C1)P([C-]2C=CC=C2)C3=CC=CC=C3.C1=CC=C(C=C1)P([C-]2C=CC=C2)C3=CC=CC=C3.Cl[Pd]Cl.[Fe+2] (PdCl2(dppf)). Solvent: COCCOC (DME). Reaction conditions: temperature 80 celsius. Product: C(C)(C)(C)OC(NCC1=CC(=CC=C1)C1=CC=C2C(=NC=NN21)N)=O ([3-(4-Amino-pyrrolo[2,1-f][1,2,4]triazin-7-yl)-benzyl]-carbamic acid tert-butyl ester), solid. Yield: 76.0%. As a reaction SMILES: [C:1]([O:5][C:6](=[O:24])[NH:7][CH2:8][C:9]1[CH:14]=[CH:13][CH:12]=[C:11](B2OC(C)(C)C(C)(C)O2)[CH:10]=1)([CH3:4])([CH3:3])[CH3:2].Br[C:26]1[N:34]2[C:29]([C:30]([NH2:35])=[N:31][CH:32]=[N:33]2)=[CH:28][CH:27]=1.C(Cl)Cl.C([O-])([O-])=O.[Na+].[Na+]>COCCOC.C1C=CC(P(C2C=CC=CC=2)[C-]2C=CC=C2)=CC=1.C1C=CC(P(C2C=CC=CC=2)[C-]2C=CC=C2)=CC=1.Cl[Pd]Cl.[Fe+2]>[C:1]([O:5][C:6](=[O:24])[NH:7][CH2:8][C:9]1[CH:14]=[CH:13][CH:12]=[C:11]([C:26]2[N:34]3[C:29]([C:30]([NH2:35])=[N:31][CH:32]=[N:33]3)=[CH:28][CH:27]=2)[CH:10]=1)([CH3:2])([CH3:3])[CH3:4] |f:3.4.5,7.8.9.10|. Procedure details: To a solution of [3-(4,4,5,5-tetramethyl-[1,3,2]dioxaborolan-2-yl)-benzyl]-carbamic acid tert-butyl ester (7 g, 21 mmol) in DME (100 mL), 7-bromo-pyrrolo[2,1-f][1,2,4]triazin-4-ylamine (2.5 g, 11.7 mmol), PdCl2(dppf) complexed with CH2Cl2 (850 mg, 1.2 mmol) and 2 N Na2CO3 (12 mL) were added. The mixture was degassed for 20 min and was then heated to 80° C. for 23 hours. After cooling, the mixture was partitioned between EtOAc and H2O, and the organic layer was separated and dried. Biotage® chrom... The reactants are C1(=CC=CC=C1)S (thiophenol), ClCCCCO (4-chloro-1-butanol), C([O-])([O-])=O.[K+].[K+] (potassium carbonate). The solvent is C(OC)COC (dimethoxyethane), C(Cl)(Cl)Cl (chloroform). Yields the product C1(=CC=CC=C1)SCCCCO (4-(Phenylthio)-1-butanol). Isolated yield 3.1%. RXN SMILES: [C:1]1([SH:7])[CH:6]=[CH:5][CH:4]=[CH:3][CH:2]=1.Cl[CH2:9][CH2:10][CH2:11][CH2:12][OH:13].C(=O)([O-])[O-].[K+].[K+]>C(COC)OC.C(Cl)(Cl)Cl>[C:1]1([S:7][CH2:9][CH2:10][CH2:11][CH2:12][OH:13])[CH:6]=[CH:5][CH:4]=[CH:3][CH:2]=1 |f:2.3.4|. Procedure details: A mixture of thiophenol (121.2 g, 1.10 mole), 4-chloro-1-butanol (100.0 g, 0.921 mole), and potassium carbonate (138.2 g, 1.0 mole) was heated overnight at gentle reflux in dimethoxyethane. The reaction mixture was filtered and solvent removed by rotary evaporator. The residue obtained was dissolved in chloroform and extracted with 10% sodium hydroxide. The chloroform layer was dried, filtered, and solvent removed to give an oil which crystallized to a white solid. The solid was vacuum distilled... Reaction SMILES: [CH2:1]([C:3]1[C:8](=[O:9])[NH:7][C:6]([CH3:10])=[C:5]([C:11]2[CH:12]=[N:13][CH:14]=[C:15]([C:17]([OH:19])=O)[CH:16]=2)[CH:4]=1)[CH3:2].[CH3:20][NH:21][CH2:22][C:23]([NH2:25])=[O:24]>>[C:23]([CH2:22][N:21]([CH3:20])[C:17]([C:15]1[CH:16]=[C:11]([C:5]2[CH:4]=[C:3]([CH2:1][CH3:2])[C:8](=[O:9])[NH:7][C:6]=2[CH3:10])[CH:12]=[N:13][CH:14]=1)=[O:19])(=[O:24])[NH2:25]. Reactants: C(C)C1=CC(=C(NC1=O)C)C=1C=NC=C(C1)C(=O)O (5′-ethyl-2′-methyl-6′-oxo-1′,6′-dihydro-[3,3′]bipyridinyl-5-carboxylic acid), CNCC(=O)N (2-methylamino-acetamide). The product is C(N)(=O)CN(C(=O)C=1C=C(C=NC1)C1=C(NC(C(=C1)CC)=O)C)C (5′-Ethyl-2′-methyl-6′-oxo-1′,6′-dihydro-[3,3′]bipyridinyl-5-carboxylic acid carbamoylmethyl-methyl-amide). Procedure: Method 1, Example 205 is substantially repeated except for utilizing 5′-ethyl-2′-methyl-6′-oxo-1′,6′-dihydro-[3,3′]bipyridinyl-5-carboxylic acid and 2-methylamino-acetamide to afford the title compound. MS: m/e=329 (M+H). Starting materials: ice, C(C)(C)(C)OC(=O)N1[C@@H](CC1)CO (1-t-butoxycarbonyl-2-(S)-azetidinemethanol), CC1=NC=CC=C1O (2-methyl-3-hydroxypyridine). Product: CC1=NC=CC=C1OC[C@H]1N(CC1)C(=O)OC(C)(C)C (2-methyl-3-((1-t-Butoxycarbonyl-2-(S)-azetidinyl)methoxy)pyridine). Isolated yield 55.1%. As a reaction SMILES: [C:1]([O:5][C:6]([N:8]1[CH2:11][CH2:10][C@H:9]1[CH2:12][OH:13])=[O:7])([CH3:4])([CH3:3])[CH3:2].[CH3:14][C:15]1[C:20](O)=[CH:19][CH:18]=[CH:17][N:16]=1>>[CH3:14][C:15]1[C:20]([O:13][CH2:12][C@@H:9]2[CH2:10][CH2:11][N:8]2[C:6]([O:5][C:1]([CH3:4])([CH3:3])[CH3:2])=[O:7])=[CH:19][CH:18]=[CH:17][N:16]=1. Procedure: An ice-cooled solution of 1-t-butoxycarbonyl-2-(S)-azetidinemethanol (from Example 7b, 0.623 g, 3.33 mmol) was allowed to react with 2-methyl-3-hydroxypyridine (0.399 g, 3.66 mmol) under the conditions of Example 2a to yield the title compound (0.511 g, 55%). MS (DCI/NH3) m/e: 279 (M+H)+. 1H NMR (CDCl3, 300 MHz) δ: 8.10 (dd, J=4.4, 1.5 Hz, 1H), 7.15-7.06 (m, 2H), 4.54-4.53 (m, 1H), 4.35-4.34 (m, 1H), 4.07 (dd, J=10.3, 2.6 Hz, 1H), 3.96-3.88 (m, 2H), 2.51 (s, 3H), 2.42-2.31 (m, 2H), 1.40 (s, 9H).